From a dataset of the Open Reaction Database (ORD), a public repository of structured organic reaction records. describe an organic reaction: reactants, conditions, products, and yield Reactants: OC=1C=C(C=CC1)C1=CC(=CC=C1)CC(=O)OC (methyl (3′-hydroxybiphenyl-3-yl)acetate), C(C1=CC=CC=C1)(=O)OCC=1C=C(CBr)C=CC1COC(C1=CC=CC=C1)=O (3,4-bis(benzoyloxymethyl)benzyl bromide), C(C1=CC=CC=C1)(=O)OCC=1C=C(COC=2C=C(C=CC2)C2=CC(=CC=C2)CC(=O)OC)C=CC1COC(C1=CC=CC=C1)=O (methyl {3′-[3,4-bis(benzoyloxymethyl)benzyloxy]-biphenyl-3-yl}acetate). Product: C(C1=CC=CC=C1)(=O)OCC=1C=C(COC2(CC(=CC=C2)C2=CC=CC=C2)CC(=O)OC)C=CC1COC(C1=CC=CC=C1)=O (Methyl {3-[3,4-bis(benzoyloxymethyl)-benzyloxy]biphenyl-3-yl}acetate). RXN SMILES: O[C:2]1[CH:3]=[C:4]([C:8]2[CH:13]=[CH:12][CH:11]=[C:10]([CH2:14][C:15]([O:17][CH3:18])=[O:16])[CH:9]=2)[CH:5]=[CH:6][CH:7]=1.C(OCC1C=C(C=CC=1COC(=O)C1C=CC=CC=1)CBr)(=O)C1C=CC=CC=1.[C:47]([O:55][CH2:56][C:57]1[CH:58]=[C:59]([CH:79]=[CH:80][C:81]=1[CH2:82][O:83][C:84](=[O:91])[C:85]1[CH:90]=[CH:89][CH:88]=[CH:87][CH:86]=1)[CH2:60][O:61]C1C=C(C2C=CC=C(CC(OC)=O)C=2)C=CC=1)(=[O:54])[C:48]1[CH:53]=[CH:52][CH:51]=[CH:50][CH:49]=1>>[C:47]([O:55][CH2:56][C:57]1[CH:58]=[C:59]([CH:79]=[CH:80][C:81]=1[CH2:82][O:83][C:84](=[O:91])[C:85]1[CH:86]=[CH:87][CH:88]=[CH:89][CH:90]=1)[CH2:60][O:61][C:10]1([CH2:14][C:15]([O:17][CH3:18])=[O:16])[CH:11]=[CH:12][CH:13]=[C:8]([C:4]2[CH:5]=[CH:6][CH:7]=[CH:2][CH:3]=2)[CH2:9]1)(=[O:54])[C:48]1[CH:49]=[CH:50][CH:51]=[CH:52][CH:53]=1. Procedure details: In a manner similar to that of Example 1(i), by reaction of 1 g (4.1 mmol) of methyl (3′-hydroxybiphenyl-3-yl)acetate with 2 g (4.5 mmol) of 3,4-bis(benzoyloxymethyl)benzyl bromide, 2.2 g (91%) of methyl {3′-[3,4-bis(benzoyloxymethyl)benzyloxy]-biphenyl-3-yl}acetate are obtained. The reactants are Fc1ccc(Br)nc1, O=C([O-])[O-], COCCOC, CC1(C)COB(c2cccc(-c3cnc4nc(C(F)(F)F)cnn34)c2)OC1, [Na+], [Na+], c1ccc(P(c2ccccc2)(c2ccccc2)[Pd](P(c2ccccc2)(c2ccccc2)c2ccccc2)(P(c2ccccc2)(c2ccccc2)c2ccccc2)P(c2ccccc2)(c2ccccc2)c2ccccc2)cc1. The product is Fc1ccc(-c2cccc(-c3cnc4nc(C(F)(F)F)cnn34)c2)nc1. As a reaction SMILES: [Br:28][c:29]1[n:30][cH:31][c:32]([F:35])[cH:33][cH:34]1.[C:36](=[O:37])([O-:38])[O-:39].[CH3:119][O:120][CH2:121][CH2:122][O:123][CH3:124].[CH3:1][C:2]1([CH3:3])[CH2:4][O:5][B:6]([c:8]2[cH:9][c:10](-[c:14]3[cH:15][n:16][c:17]4[n:18]3[n:19][cH:20][c:21]([C:23]([F:24])([F:25])[F:26])[n:22]4)[cH:11][cH:12][cH:13]2)[O:7][CH2:27]1.[Na+:40].[Na+:41].[cH:42]1[cH:43][cH:44][c:45]([P:46]([Pd:47]([P:48]([c:49]2[cH:50][cH:51][cH:52][cH:53][cH:54]2)([c:55]2[cH:56][cH:57][cH:58][cH:59][cH:60]2)[c:61]2[cH:62][cH:63][cH:64][cH:65][cH:66]2)([P:67]([c:68]2[cH:69][cH:70][cH:71][cH:72][cH:73]2)([c:74]2[cH:75][cH:76][cH:77][cH:78][cH:79]2)[c:80]2[cH:81][cH:82][cH:83][cH:84][cH:85]2)[P:86]([c:87]2[cH:88][cH:89][cH:90][cH:91][cH:92]2)([c:93]2[cH:94][cH:95][cH:96][cH:97][cH:98]2)[c:99]2[cH:100][cH:101][cH:102][cH:103][cH:104]2)([c:105]2[cH:106][cH:107][cH:108][cH:109][cH:110]2)[c:111]2[cH:112][cH:113][cH:114][cH:115][cH:116]2)[cH:117][cH:118]1>>[c:8]1(-[c:29]2[n:30][cH:31][c:32]([F:35])[cH:33][cH:34]2)[cH:9][c:10](-[c:14]2[cH:15][n:16][c:17]3[n:18]2[n:19][cH:20][c:21]([C:23]([F:24])([F:25])[F:26])[n:22]3)[cH:11][cH:12][cH:13]1. Starting materials: FC1=C(CBr)C=CC(=C1)F (2,4-difluorobenzyl bromide), [H-].[Na+] (sodium hydride), 10, ClC1=C(C=CC(=C1Cl)OC)S (2,3-dichloro-4-methoxythiophenol). The solvent is CN(C=O)C (dimethylformamide), CN(C=O)C (dimethylformamide), CN(C=O)C (dimethylformamide). Reaction conditions: time 25 minute. Yields the product FC1=C(CSC2=C(C(=C(C=C2)OC)Cl)Cl)C=CC(=C1)F ((2,3-dichloro-4-methoxyphenyl) 2,4-difluorobenzyl sulfide). As a reaction SMILES: [H-].[Na+].[Cl:3][C:4]1[C:9]([Cl:10])=[C:8]([O:11][CH3:12])[CH:7]=[CH:6][C:5]=1[SH:13].[F:14][C:15]1[CH:22]=[C:21]([F:23])[CH:20]=[CH:19][C:16]=1[CH2:17]Br>CN(C)C=O>[F:14][C:15]1[CH:22]=[C:21]([F:23])[CH:20]=[CH:19][C:16]=1[CH2:17][S:13][C:5]1[CH:6]=[CH:7][C:8]([O:11][CH3:12])=[C:9]([Cl:10])[C:4]=1[Cl:3] |f:0.1|. Procedure: To a 1.26 g of sodium hydride in 25 ml dimethylformamide (sieve dried) is added dropwise a solution of 10 of 2,3-dichloro-4-methoxythiophenol in 25 ml dimethylformamide. After the addition is complete, the reaction mixture is stirred for 25 mins and a solution of 10 g of 2,4-difluorobenzyl bromide in 25 ml dimethylformamide is added dropwise. After this addition is complete, the mixture is stirred for 20 mins and cautiously poured onto ice-water. The aqueous mixture is extracted with ethyl ether... Reactants: [OH-].[Na+] (NaOH), [BH4-].[Na+] (NaBH4), FC(C(=O)O)(F)F (Trifluoroacetic acid), BrC=1C=CC(=C(C1)C(O)C1=CC=CC2=CC=CC=C12)OC ((5-Bromo-2-methoxy-phenyl)-napthalen-1-yl-methanol). The solvent is C(Cl)Cl (CH2Cl2), C(Cl)Cl (CH2Cl2), O (water). Run at time 19 hour. The product is BrC=1C=CC(=C(CC2=CC=CC3=CC=CC=C23)C1)OC (1-(5-Bromo-2-methoxy-benzyl)-naphthalene). Yield: 95.7%. Reaction SMILES: [BH4-].[Na+].FC(F)(F)C(O)=O.[Br:10][C:11]1[CH:12]=[CH:13][C:14]([O:29][CH3:30])=[C:15]([CH:17]([C:19]2[C:28]3[C:23](=[CH:24][CH:25]=[CH:26][CH:27]=3)[CH:22]=[CH:21][CH:20]=2)O)[CH:16]=1.[OH-].[Na+]>C(Cl)Cl.O>[Br:10][C:11]1[CH:12]=[CH:13][C:14]([O:29][CH3:30])=[C:15]([CH:16]=1)[CH2:17][C:19]1[C:28]2[C:23](=[CH:24][CH:25]=[CH:26][CH:27]=2)[CH:22]=[CH:21][CH:20]=1 |f:0.1,4.5|. Reported procedure: 3.06 g (80.89 mmol, 10.48 eq.) NaBH4 (granules) were added slowly to 50 ml Trifluoroacetic acid at 0° C. To this mixture a solution of 2.65 g (7.72 mmol) (5-Bromo-2-methoxy-phenyl)-napthalen-1-yl-methanol (62) in 30 ml dry CH2Cl2 was added which led to an brownish mixture. After stirring this mixture for 19 h at r.t. it was diluted with water and cooled again to 0° C. At this temperature NaOH-pellets were added carefully to adjust the pH to 10 before the solution was extracted with ether. The co... The reactants are FC=1C=CC(=C(C(=O)C2=CC=CC=C2)C1)N (5-fluoro-2-aminobenzophenone), O.NN (hydrazine hydrate). The solvent is C(COCCO)O (diethylene glycol). Yields the product FC=1C=CC(=C(C(C2=CC=CC=C2)=NN)C1)N (5-fluoro-2-aminobenzophenone hydrazone). Reaction SMILES: [F:1][C:2]1[CH:3]=[CH:4][C:5]([NH2:16])=[C:6]([CH:15]=1)[C:7]([C:9]1[CH:14]=[CH:13][CH:12]=[CH:11][CH:10]=1)=O.O.[NH2:18][NH2:19]>C(O)COCCO>[F:1][C:2]1[CH:3]=[CH:4][C:5]([NH2:16])=[C:6]([CH:15]=1)[C:7](=[N:18][NH2:19])[C:9]1[CH:14]=[CH:13][CH:12]=[CH:11][CH:10]=1 |f:1.2|. Procedure: In the manner given in Preparation 1, 5-fluoro-2-aminobenzophenone is refluxed with hydrazine hydrate in diethylene glycol to give 5-fluoro-2-aminobenzophenone hydrazone. Starting materials: Br, CC(=O)O, COc1ccc(Nc2ncc3nc(Nc4c(F)cc(F)cc4F)n(C4CCCC4)c3n2)cn1. Yields the product Oc1ccc(Nc2ncc3nc(Nc4c(F)cc(F)cc4F)n(C4CCCC4)c3n2)cn1. Reaction SMILES: [BrH:34].[CH3:35][C:36](=[O:37])[OH:38].[CH:1]1([n:6]2[c:7]3[n:8][c:9]([NH:25][c:26]4[cH:27][n:28][c:29]([O:32][CH3:33])[cH:30][cH:31]4)[n:10][cH:11][c:12]3[n:13][c:14]2[NH:15][c:16]2[c:17]([F:24])[cH:18][c:19]([F:23])[cH:20][c:21]2[F:22])[CH2:2][CH2:3][CH2:4][CH2:5]1>>[CH:1]1([n:6]2[c:7]3[n:8][c:9]([NH:25][c:26]4[cH:27][n:28][c:29]([OH:32])[cH:30][cH:31]4)[n:10][cH:11][c:12]3[n:13][c:14]2[NH:15][c:16]2[c:17]([F:24])[cH:18][c:19]([F:23])[cH:20][c:21]2[F:22])[CH2:2][CH2:3][CH2:4][CH2:5]1. The product is C12C(C(C(C=C1)S2)C(=O)O)C(=O)O (7-thiabicyclo[2.2.1]hept-5-ene-2,3-dicarboxylic acid). Reaction SMILES: [CH:1]12[S:7][CH:4]([CH:5]=[CH:6]1)[CH:3]1[C:8]([O:10][C:11](=[O:12])[CH:2]21)=[O:9].Cl.[OH2:14]>>[CH:1]12[S:7][CH:4]([CH:5]=[CH:6]1)[CH:3]([C:8]([OH:14])=[O:9])[CH:2]2[C:11]([OH:10])=[O:12]. Procedure details: The compound of Chemical Formula 201, that is 7-thiabicyclo[2.2.1]hept-5ene-2,3-dicarboxylic anhydride (50 g) is well mixed with water (200 ml), and 1 g of hydrochloric acid is added thereto. The resultant mixture is heated under reflux at 700° C. for 20 hours. Upon cooling the mixture to room temperature, crystals are formed. The crystals are dried in vacuo to obtain 7-thiabicyclo[2.2.1]hept-5-ene-2,3-dicarboxylic acid represented by Chemical Formula 167 (yield: 70%). The reactants are Formula 201, resultant mixture, Cl (hydrochloric acid), O (water), C12C3C(C(C=C1)S2)C(=O)OC3=O (7-thiabicyclo[2.2.1]hept-5ene-2,3-dicarboxylic anhydride). Reaction conditions: temperature 700 celsius. The reactants are COC1=CC=C2C(C(OCC2=C1F)C(C(F)(F)F)=O)=O (7-Methoxy-8-fluoro-3-(trifluoroacetyl)isochroman-4-one), C1=CC(=CC=C1NN)S(=O)(=O)N.Cl (4-sulfonamidophenylhydrazine hydrochloride), C(C)O (ethanol). Product: FC1=C(C=CC2=C1OCC1=C2N(N=C1C(F)(F)F)C1=CC=C(C=C1)S(=O)(=O)N)OC (4-[1,4-dihydro-6-fluoro-7-methoxy-3-(trifluoromethyl)-[1]benzopyrano[4,3-c]pyrazol-1-yl]benzenesulfonamide). Yield: 30.0%. Reaction SMILES: [CH3:1][O:2][C:3]1[C:12]([F:13])=[C:11]2[C:6]([C:7](=O)[CH:8]([C:14](=O)[C:15]([F:18])([F:17])[F:16])OC2)=[CH:5][CH:4]=1.[CH:21]1[C:26]([NH:27][NH2:28])=[CH:25][CH:24]=[C:23]([S:29]([NH2:32])(=[O:31])=[O:30])[CH:22]=1.Cl.[CH2:34]([OH:36])C>>[F:13][C:12]1[C:11]2[O:36][CH2:34][C:8]3[C:14]([C:15]([F:16])([F:17])[F:18])=[N:28][N:27]([C:26]4[CH:21]=[CH:22][C:23]([S:29]([NH2:32])(=[O:30])=[O:31])=[CH:24][CH:25]=4)[C:7]=3[C:6]=2[CH:5]=[CH:4][C:3]=1[O:2][CH3:1] |f:1.2|. Procedure details: 7-Methoxy-8-fluoro-3-(trifluoroacetyl)isochroman-4-one from Step 3 (450 mg, 1.47 mmol) and 4-sulfonamidophenylhydrazine hydrochloride (430 mg, 1.92 mmol) were dissolved in 5 mL of anhydrous ethanol and heated to reflux for 45 minutes. The solution was concentrated in vacuo and the residue was dissolved in ethyl acetate. The solution was washed with 3N hydrochloric acid, brine, dried over anhydrous MgSO4, filtered, and concentrated in vacuo. The residue was crystallized from a mixture of isooctan... Reactants: solution, C1(CC1)Br (cyclopropyl bromide), [Mg] (magnesium), [Br-].O1CCCC1 (bromide tetrahydrofuran), FC(OC1=CC=C(C#N)C=C1)(F)F (4-trifluoromethoxybenzonitrile), Cl (hydrochloric acid). The solvent is O1CCCC1 (tetrahydrofuran), O1CCCC1 (tetrahydrofuran). Conditions: temperature 35 celsius, time 1 hour. The product is C1(CC1)C(=O)C1=CC=C(C=C1)OC(F)(F)F (4-trifluoromethoxyphenyl cyclopropyl ketone). Reaction SMILES: C1(Br)CC1.[Mg].[Br-].[O:7]1[CH2:11][CH2:10][CH2:9][CH2:8]1.[F:12][C:13]([F:24])([F:23])[O:14][C:15]1[CH:22]=[CH:21][C:18](C#N)=[CH:17][CH:16]=1.Cl>O1CCCC1>[CH:10]1([C:11]([C:18]2[CH:17]=[CH:16][C:15]([O:14][C:13]([F:12])([F:23])[F:24])=[CH:22][CH:21]=2)=[O:7])[CH2:8][CH2:9]1 |f:2.3|. Procedure: Under a nitrogen atmosphere, 10% of a solution of 119.0 grams (0.98 mole) of cyclopropyl bromide in 125 mL of tetrahydrofuran was added to a suspension of 25.5 grams (1.03 moles) of magnesium turnings in 300 mL of tetrahydrofuran. The reaction was initiated by warming the reaction mixture to 35° C. Upon initiation of the reaction the remainder of the bromide/tetrahydrofuran solution was added dropwise while maintaining the reaction mixture temperature at 40°-50° C. The complete addition required...